The task is: describe an organic reaction: reactants, conditions, products, and yield. This data is from the Open Reaction Database (ORD), a public repository of structured organic reaction records. The reactants are C(=C)C1=C(C2=C(C(OC2)=O)C=C1C)C (5-Ethenyl-4,6-dimethyl-2-benzofuran-1(3H)-one), C1=CC(=CC(=C1)Cl)C(=O)OO (mCPBA). The solvent is C(Cl)Cl (DCM), C(Cl)Cl (DCM). Conditions: time 12 hour. Product: CC1=C(C(=CC=2C(OCC21)=O)C)C2OC2 (4,6-dimethyl-5-oxiran-2-yl-2-benzofuran-1(3H)-one). RXN SMILES: [CH:1]([C:3]1[C:12]([CH3:13])=[CH:11][C:6]2[C:7](=[O:10])[O:8][CH2:9][C:5]=2[C:4]=1[CH3:14])=[CH2:2].C1C=C(Cl)C=C(C(OO)=[O:23])C=1>C(Cl)Cl>[CH3:14][C:4]1[C:5]2[CH2:9][O:8][C:7](=[O:10])[C:6]=2[CH:11]=[C:12]([CH3:13])[C:3]=1[CH:1]1[CH2:2][O:23]1. Procedure details: 5-Ethenyl-4,6-dimethyl-2-benzofuran-1(3H)-one (150 mg, 0.797 mmol), mCPBA (275 mg, 1.59 mmol), were combined together in DCM (20 mL) and stirred at room temperature for 12 h. The reaction mixture was then diluted with DCM and washed with Na2S2O3 solution, NaHCO3 solution, and brine. The organic layer was dried over Na2SO4, filtered, and concentrated to dryness. The resulting residue was then re-dissolved DCM, absorbed onto silica gel, concentrated, and loaded into silica column for separation gi... Reactants: C(O)([O-])=O.[Na+] (sodium hydrogencarbonate), NC1=NC=C(N=C1)Br (2-amino-5-bromopyrazine), [Na].CS (methanethiol sodium salt), tetrakistriphenylphosphine palladium. The solvent is CN(C=O)C (N,N-dimethylformamide). Conditions: temperature 60 celsius, time 15 hour. Yields the product NC1=NC=C(N=C1)SC (2-amino-5-methylthiopyrazine). Yield: 83.6%. As a reaction SMILES: [NH2:1][C:2]1[CH:7]=[N:6][C:5](Br)=[CH:4][N:3]=1.[Na].[CH3:10][SH:11].C(=O)([O-])O.[Na+]>CN(C)C=O>[NH2:1][C:2]1[CH:7]=[N:6][C:5]([S:11][CH3:10])=[CH:4][N:3]=1 |f:1.2,3.4,^1:8|. Procedure: A suspension of 2-amino-5-bromopyrazine (100 mg), 95% methanethiol sodium salt (84.8 mg) and tetrakistriphenylphosphine palladium (66.4 mg) in N,N-dimethylformamide (2.9 ml) was stirred at 60° C. for 15 hours. After completion of the reaction, the reaction solution was poured into a saturated aqueous sodium hydrogencarbonate solution, extracted with toluene, washed with a saturated aqueous NaCl solution, dried over anhydrous sodium sulfate, filtered and concentrated. The resulting residue was se... Starting materials: NC1CCN(CC1)CC1CN2C(C=CC=3N=CC(N1C23)=O)=O (Racemic 2-[(4-amino-1-piperidinyl)methyl]-1,2-dihydro-3H,8H-2a,5,8a-triazaacenaphthylene-3,8-dione), S1CCOC=2C=NC(=CC21)C=O (2,3-dihydro[1,4]oxathiino[2,3-c]pyridine-7-carbaldehyde), C(C)(=O)O[BH-](OC(C)=O)OC(C)=O.[Na+] (sodium triacetoxyborohydride). The solvent is C(Cl)(Cl)Cl.CO (chloroform methanol). Reaction conditions: time 30 minute. Yields the product S1CCOC=2C=NC(=CC21)CNC2CCN(CC2)C[C@H]2CN1C(C=CC=3N=CC(N2C13)=O)=O ((2S)-2-({4-[(2,3-Dihydro[1,4]oxathiino[2,3-c]pyridin-7-ylmethyl)amino]-1-piperidinyl}methyl)-1,2-dihydro-3H,8H-2a,5,8a-triazaacenaphthylene-3,8-dione). Yield: 42.0%. As a reaction SMILES: [NH2:1][CH:2]1[CH2:7][CH2:6][N:5]([CH2:8][CH:9]2[N:19]3[C:20]4[N:11]([C:12](=[O:22])[CH:13]=[CH:14][C:15]=4[N:16]=[CH:17][C:18]3=[O:21])[CH2:10]2)[CH2:4][CH2:3]1.[S:23]1[C:32]2[CH:31]=[C:30]([CH:33]=O)[N:29]=[CH:28][C:27]=2[O:26][CH2:25][CH2:24]1.C(O[BH-](OC(=O)C)OC(=O)C)(=O)C.[Na+]>C(Cl)(Cl)Cl.CO>[S:23]1[C:32]2[CH:31]=[C:30]([CH2:33][NH:1][CH:2]3[CH2:7][CH2:6][N:5]([CH2:8][C@@H:9]4[N:19]5[C:20]6[N:11]([C:12](=[O:22])[CH:13]=[CH:14][C:15]=6[N:16]=[CH:17][C:18]5=[O:21])[CH2:10]4)[CH2:4][CH2:3]3)[N:29]=[CH:28][C:27]=2[O:26][CH2:25][CH2:24]1 |f:2.3,4.5|. Procedure details: Racemic 2-[(4-amino-1-piperidinyl)methyl]-1,2-dihydro-3H,8H-2a,5,8a-triazaacenaphthylene-3,8-dione (for a preparation see Example 16A(j)) (360 mg, 1.195 mmol) was stirred with 2,3-dihydro[1,4]oxathiino[2,3-c]pyridine-7-carbaldehyde (for a synthesis see WO2004058144, Example 60) (195 mg, 0.9 eq.) in chloroform:methanol (9:1, v:v, 15 ml) at room temperature for 30 mins; the mixture was then treated with sodium triacetoxyborohydride (760 mg, 3.0 eq.) with vigorous stirring at room temperature for 3... Starting materials: COC(CCO)C (3-methoxybutane-1-ol), FC(C1=CC=C(C=C1)S(=O)(=O)Cl)(F)F (p-(trifluoromethyl)-benzenesulfonyl chloride). The solvent is C(C)(=O)OCC (ethyl acetate), N1=CC=CC=C1 (pyridine). Reaction conditions: time 3.5 hour. Product: FC(C1=CC=C(C=C1)S(=O)(=O)OCCC(C)OC)(F)F (3-methoxybutyl 4-(trifluoromethyl)benzenesulfonate). Yield: 42.4%. Reaction SMILES: [CH3:1][O:2][CH:3]([CH3:7])[CH2:4][CH2:5][OH:6].[F:8][C:9]([F:21])([F:20])[C:10]1[CH:15]=[CH:14][C:13]([S:16](Cl)(=[O:18])=[O:17])=[CH:12][CH:11]=1>N1C=CC=CC=1.C(OCC)(=O)C>[F:21][C:9]([F:8])([F:20])[C:10]1[CH:11]=[CH:12][C:13]([S:16]([O:6][CH2:5][CH2:4][CH:3]([O:2][CH3:1])[CH3:7])(=[O:18])=[O:17])=[CH:14][CH:15]=1. Reported procedure: To a solution of 3-methoxybutane-1-ol (12) (0.58 g, 4.9 mmol) in pyridine (5 mL) was added p-(trifluoromethyl)-benzenesulfonyl chloride (0.98 g, 4 mmol). The solution was stirred at rt for 3.5 h. The reaction mixture was diluted with ethyl acetate (25 mL) and washed with 1 M HCl (6×25 mL), saturated aqueous NaHCO3 (1×25 mL) and saturated aqueous NaCl (1×25 mL). The organics were dried over Na2SO4 and concentrated to give an oil (13) (0.53 g, 40%). 1H NMR (400 MHz CDCl3) δ 8.03 (d, 2H, J=8.1 Hz),...